From a dataset of the Open Reaction Database (ORD), a public repository of structured organic reaction records. describe an organic reaction: reactants, conditions, products, and yield Starting materials: ClC(=O)OC (ClCO2Me), [Li+].C[Si](C)(C)[N-][Si](C)(C)C (LiHMDS), C(C)(C)(C)OC(N(C1=CC=C(C=C1)N1CCOCC1)C#C)=O (ethynyl-(4-morpholin-4-yl-phenyl)-carbamic acid tert-butyl ester), [NH4+].[Cl-] (NH4Cl). The solvent is C1CCOC1 (THF), CCOC(=O)C (AcOEt), C1CCOC1 (THF). Run at temperature -40 celsius. The product is COC(C#CN(C1=CC=C(C=C1)N1CCOCC1)C(=O)OC(C)(C)C)=O ([tert-butoxycarbonyl-(4-morpholin-4-yl-phenyl)-amino]-propynoic acid methyl ester). Yield: 61.0%. As a reaction SMILES: [Li+].C[Si]([N-][Si](C)(C)C)(C)C.[C:11]([O:15][C:16](=[O:32])[N:17]([C:30]#[CH:31])[C:18]1[CH:23]=[CH:22][C:21]([N:24]2[CH2:29][CH2:28][O:27][CH2:26][CH2:25]2)=[CH:20][CH:19]=1)([CH3:14])([CH3:13])[CH3:12].Cl[C:34]([O:36][CH3:37])=[O:35].[NH4+].[Cl-]>C1COCC1.CCOC(C)=O>[CH3:37][O:36][C:34](=[O:35])[C:31]#[C:30][N:17]([C:16]([O:15][C:11]([CH3:14])([CH3:13])[CH3:12])=[O:32])[C:18]1[CH:19]=[CH:20][C:21]([N:24]2[CH2:25][CH2:26][O:27][CH2:28][CH2:29]2)=[CH:22][CH:23]=1 |f:0.1,4.5|. Procedure details: LiHMDS (4.35 ml, 1 M in THF, 4.35 mmol) was added to a solution of ethynyl-(4-morpholin-4-yl-phenyl)-carbamic acid tert-butyl ester (750 mg, 2.5 mmol, in dry THF (4.3 ml) under nitrogen at −78° C. The mixture was slowly warmed up to −40° C. and maintained at this temperature for 1 hour. The latter was then transferred dropwise via cannula to a solution of ClCO2Me (314 μl, 4.06 mmol) in THF (7.5 ml) at −40° C. The resulting mixture was allowed to return to RT. Saturated aqueous NH4Cl and AcOEt we... Starting materials: CC(C(=S)O)CCCCCCCCCCCCCCCC (alpha-methylthiostearic acid), ClCCCl (1,2-dichloroethane), S(O)(O)(=O)=O (sulfuric acid). Solvent: CO (methanol). Yields the product CC(C(=S)OC)CCCCCCCCCCCCCCCC (methyl alpha-methylthiostearate). Isolated yield 97.0%. RXN SMILES: [CH3:1][CH:2]([CH2:6][CH2:7][CH2:8][CH2:9][CH2:10][CH2:11][CH2:12][CH2:13][CH2:14][CH2:15][CH2:16][CH2:17][CH2:18][CH2:19][CH2:20][CH3:21])[C:3]([OH:5])=[S:4].Cl[CH2:23]CCl.S(=O)(=O)(O)O>CO>[CH3:1][CH:2]([CH2:6][CH2:7][CH2:8][CH2:9][CH2:10][CH2:11][CH2:12][CH2:13][CH2:14][CH2:15][CH2:16][CH2:17][CH2:18][CH2:19][CH2:20][CH3:21])[C:3]([O:5][CH3:23])=[S:4]. Reported procedure: A 250 ml round bottom flask equipped with a magnetic stirrer and reflux condenser was charged with 50 g (0.15 mole) of alpha-methylthiostearic acid, 60 ml of 1,2-dichloroethane, and 25 ml of methanol. The resulting mixture was stirred and warmed with a heating mantle while 0.6 ml of concentrated sulfuric acid was added. It was then heated to reflux overnight. The reaction mixture was cooled, placed in a separatory funnel and washed three times with 10% aqueous sodium chloride solutions. The orga... The reactants are CCO, [H][H], C=C1CC(O)CCC2=C(C)CCC12, O=[Pt]. The product is CC1=C2CCC(O)CC(C)C2CC1. RXN SMILES: [CH3:16][CH2:17][OH:18].[H:14][H:15].[OH:1][CH:2]1[CH2:3][C:4](=[CH2:13])[CH:5]2[CH2:6][CH2:7][C:8]([CH3:12])=[C:9]2[CH2:10][CH2:11]1.[Pt:19]=[O:20]>>[OH:1][CH:2]1[CH2:3][CH:4]([CH3:13])[CH:5]2[CH2:6][CH2:7][C:8]([CH3:12])=[C:9]2[CH2:10][CH2:11]1. The reactants are CC1(C=2CC(C(CC2C(C(C1)C)(C)C)(O)C)O)C (2,2,4,5,5,8-hexamethyl-bicyclo[4.4.0]dec-1(6)-ene-8,9-diol), CS(=O)(=O)Cl (methanesulphonyl chloride). Solvent: N1=CC=CC=C1 (pyridine), CCOCC (ether). Conditions: temperature 0 celsius, time 24 hour. Product: CC1(C=2CCC(CC2C(C(C1)C)(C)C)C)C (2,2,4,5,5,8-Hexamethyl-bicyclo[4.4.0]dec-1(6)-ene). Reaction SMILES: [CH3:1][C:2]1([CH3:18])[CH2:11][CH:10]([CH3:12])[C:9]([CH3:14])([CH3:13])[C:8]2[CH2:7][C:6]([CH3:16])(O)[CH:5](O)[CH2:4][C:3]1=2.CS(Cl)(=O)=O>N1C=CC=CC=1.CCOCC>[CH3:1][C:2]1([CH3:18])[CH2:11][CH:10]([CH3:12])[C:9]([CH3:14])([CH3:13])[C:8]2[CH2:7][CH:6]([CH3:16])[CH2:5][CH2:4][C:3]1=2. Reported procedure: 85 g (0.337 mol) of the 2,2,4,5,5,8-hexamethyl-bicyclo[4.4.0]dec-1(6)-ene-8,9-diol are dissolved at room temperature in 218 ml of pyridine. The solution is now cooled to 0° C. and 30.2 ml of methanesulphonyl chloride are slowly added dropwise during 20 minutes. The mixture is stirred at room temperature for a further 24 hours. The mixture is thereupon diluted with ether and washed with 1.480 l of 2N hydrochloric acid and 400 ml of saturated sodium chloride solution. The aqueous phase is extracte... The reactants are C[C@]12C[C@@H]([C@]3([C@H]([C@@H]1C[C@H]([C@@]2(C(=O)CO)O)O)CCC4=CC(=O)C=C[C@@]43C)F)O (triamcinolone). The reagents and catalysts are C1=CC=C(C=C1)P(C2=CC=CC=C2)C3=CC=CC=C3.C1=CC=C(C=C1)P(C2=CC=CC=C2)C3=CC=CC=C3.C1=CC=C(C=C1)P(C2=CC=CC=C2)C3=CC=CC=C3.[Cl-].[Rh] (tris(triphenylphosphine)rhodium chloride). Solvent: C(C)O (ethanol), C1(=CC=CC=C1)C (toluene). Conditions: time 45 minute. The product is C[C@]12CCC(=O)C=C1CC[C@@H]3[C@@]2([C@H](C[C@]4([C@H]3C[C@H]([C@@]4(C(=O)CO)O)O)C)O)F (9α-Fluoro-11β,16α,17α,21-tetrahydroxypregn-4-ene-3,20-dione). Reaction SMILES: [CH3:1][C@@:2]12[C@@:10]([OH:15])([C:11]([CH2:13][OH:14])=[O:12])[C@H:9]([OH:16])[CH2:8][C@H:7]1[C@@H:6]1[CH2:17][CH2:18][C:19]3[C@@:25]([CH3:26])([C@@:5]1([F:27])[C@@H:4]([OH:28])[CH2:3]2)[CH:24]=[CH:23][C:21](=[O:22])[CH:20]=3>C1(C)C=CC=CC=1.C(O)C.C1C=CC(P(C2C=CC=CC=2)C2C=CC=CC=2)=CC=1.C1C=CC(P(C2C=CC=CC=2)C2C=CC=CC=2)=CC=1.C1C=CC(P(C2C=CC=CC=2)C2C=CC=CC=2)=CC=1.[Cl-].[Rh]>[CH3:26][C@@:25]12[C@@:5]3([F:27])[C@@H:4]([OH:28])[CH2:3][C@:2]4([CH3:1])[C@@:10]([OH:15])([C:11]([CH2:13][OH:14])=[O:12])[C@H:9]([OH:16])[CH2:8][C@H:7]4[C@@H:6]3[CH2:17][CH2:18][C:19]1=[CH:20][C:21](=[O:22])[CH2:23][CH2:24]2 |f:3.4.5.6.7|. Reported procedure: A suspension of 3.0 g of tris(triphenylphosphine)rhodium chloride in 1000 ml of degassed toluene was hydrogenated for 45 min at room temperature and atmospheric pressure. A solution of 5.0 g of triamcinolone in 500 ml of absolute ethanol was added and the hydrogenation was continued for 48 h. The reaction mixture was evaporated to dryness and suspended in 50 ml of methylene chloride. After filtration the solid phase was repeatedly washed with small portions of methylene chloride and yielded afte... The reactants are C(C1=CC=CC=C1)OC1=C(C=C(C=C1)N1CCNCC1)F (1-(4-benzyloxy-3-fluorophenyl)piperazine), CS(=O)(=O)OCCCC1CCCCC1 (3-cyclohexylpropyl methanesulfonate), C(CCCCCCC)Br (n-octyl bromide), FC1=C(C=C(C(=C1)OC)F)N1CCNCC1 (1-(2,5-difluoro-4-methoxyphenyl)piperazine). Yields the product C1(CCCCC1)CCCN1CCN(CC1)C1=C(C=C(C(=C1)F)OC)F (1-(3-cyclohexylpropyl)-4-(2,5-difluoro-4-methoxyphenyl)piperazine). Isolated yield 97.6%. Reaction SMILES: C(OC1C=CC(N2CCNCC2)=CC=1F)C1C=CC=CC=1.C(Br)CCCCCCC.[F:31][C:32]1[CH:37]=[C:36]([O:38][CH3:39])[C:35]([F:40])=[CH:34][C:33]=1[N:41]1[CH2:46][CH2:45][NH:44][CH2:43][CH2:42]1.CS(O[CH2:52][CH2:53][CH2:54][CH:55]1[CH2:60][CH2:59][CH2:58][CH2:57][CH2:56]1)(=O)=O>>[CH:55]1([CH2:54][CH2:53][CH2:52][N:44]2[CH2:45][CH2:46][N:41]([C:33]3[CH:34]=[C:35]([F:40])[C:36]([O:38][CH3:39])=[CH:37][C:32]=3[F:31])[CH2:42][CH2:43]2)[CH2:60][CH2:59][CH2:58][CH2:57][CH2:56]1. Reported procedure: Production Example 38 was repeated except that 1-(4-benzyloxy-3-fluorophenyl)piperazine and n-octyl bromide were replaced with 1-(2,5-difluoro-4-methoxyphenyl)piperazine (5.72 g) and 3-cyclohexylpropyl methanesulfonate (5.52 g), to provide crude 1-(3-cyclohexylpropyl)-4-(2,5-difluoro-4-methoxyphenyl)piperazine (8.618 g). The reactants are ClC1=CC=C(C2=C(N(N=C12)C1CCCC1)C1=CC=C(C=C1)OC)C (7-chloro-2-cyclopentyl-3-(4-methoxyphenyl)-methyl-2H-indazole), B(Br)(Br)Br (boron tribromide), C1=CCCCC1 (cyclohexene). Product: ClC1=CC=CC2=C(N(N=C12)C1CCCC1)C1=CC=C(C=C1)O (4-(7-chloro-2-cyclopentyl-2H-indazol-3-yl)phenol). Yield: 106.6%. RXN SMILES: [Cl:1][C:2]1[C:10]2[C:6](=[C:7]([C:16]3[CH:21]=[CH:20][C:19]([O:22]C)=[CH:18][CH:17]=3)[N:8]([CH:11]3[CH2:15][CH2:14][CH2:13][CH2:12]3)[N:9]=2)[C:5](C)=[CH:4][CH:3]=1.B(Br)(Br)Br.C1CCCCC=1>>[Cl:1][C:2]1[C:10]2[C:6](=[C:7]([C:16]3[CH:17]=[CH:18][C:19]([OH:22])=[CH:20][CH:21]=3)[N:8]([CH:11]3[CH2:15][CH2:14][CH2:13][CH2:12]3)[N:9]=2)[CH:5]=[CH:4][CH:3]=1. Procedure: Prepared according to Method D step C from 7-chloro-2-cyclopentyl-3-(4-methoxyphenyl)-methyl-2H-indazole (0.004 g, 0.012 mmol), boron tribromide (0.10 mL, 1.05 mmol) and 0.3 mL of cyclohexene to give the product (0.004 g). Reactants: CC1=C(O)C=CC=C1O (2-methyl resorcinol), CC(=CC(=O)Cl)CCC (3-methyl-2-hexenoyl chloride), ice water. Reaction conditions: temperature 60 celsius, time 2 hour. Product: OC1=CC=C2C(CC(OC2=C1C)(CCC)C)=O (7-Hydroxy-2,8-dimethyl-2-propyl-4-chromanone). The yield is 69.7%. RXN SMILES: [CH3:1][C:2]1[C:8]([OH:9])=[CH:7][CH:6]=[CH:5][C:3]=1[OH:4].[CH3:10][C:11]([CH2:16][CH2:17][CH3:18])=[CH:12][C:13](Cl)=[O:14]>>[OH:4][C:3]1[C:2]([CH3:1])=[C:8]2[C:7]([C:13](=[O:14])[CH2:12][C:11]([CH3:10])([CH2:16][CH2:17][CH3:18])[O:9]2)=[CH:6][CH:5]=1. Reported procedure: To the mixture of 19.8 g. of 2-methyl resorcinol and 50 ml of boron trifluoride-ethyl ether complex were added dropwise 30 g. of 3-methyl-2-hexenoyl chloride with stirring at 45° C. for about 30 minutes. After stirring for 2 hours at about 60° C., the reaction mixture was poured into ice water, and extracted with ether. After washing with water, the ether layer was extracted with 5% aqueous solution of sodium hydroxide. After acidification with hydrochloric acid, the aqueous solution of sodium h...